From a dataset of the Open Reaction Database (ORD), a public repository of structured organic reaction records. describe an organic reaction: reactants, conditions, products, and yield Starting materials: C(C=C)(=O)OCC (ethyl acrylate), ClC1=CC=C(CN2CCNCC2)C=C1 (1-(4-chlorobenzyl)-piperazine). Solvent: C(C)O (ethanol). Yields the product ClC1=CC=C(CN2CCN(CC2)CCC(=O)OCC)C=C1 (ethyl 3-[4-(4-chlorobenzyl)-piperazin-1-yl]-propionate). Isolated yield 92.8%. Reaction SMILES: [C:1]([O:5][CH2:6][CH3:7])(=[O:4])[CH:2]=[CH2:3].[Cl:8][C:9]1[CH:21]=[CH:20][C:12]([CH2:13][N:14]2[CH2:19][CH2:18][NH:17][CH2:16][CH2:15]2)=[CH:11][CH:10]=1>C(O)C>[Cl:8][C:9]1[CH:21]=[CH:20][C:12]([CH2:13][N:14]2[CH2:19][CH2:18][N:17]([CH2:3][CH2:2][C:1]([O:5][CH2:6][CH3:7])=[O:4])[CH2:16][CH2:15]2)=[CH:11][CH:10]=1. Reported procedure: Analogously to Example 1a, 30 g (0.3 mol) ethyl acrylate and 63.2 g 1-(4-chlorobenzyl)-piperazine are reacted in 200 ml ethanol to give 86.5 g (92.8% of theory) ethyl 3-[4-(4-chlorobenzyl)-piperazin-1-yl]-propionate; b.p. 150° - 160° C./0.1 mm Hg. Reactants: CNN (Methyl hydrazine), C(#N)NC(SC)=NCCCOC1=C2C=CN=C(C2=CC=C1)N1CCOCC1 (1-cyano-2-methyl-3-[3-(1-morpholino-5-isoquinolyloxy)propyl]pseudothiourea). Run in CN(C)C=O (DMF). Conditions: temperature 40 celsius, time 24 hour. The product is NC1=NN(C(=N1)NCCCOC1=C2C=CN=C(C2=CC=C1)N1CCOCC1)C (3-AMINO-1-METHYL-5-[3-(1-MORPHOLINO-5-ISOQUINOLYLOXY)PROPYLAMINO]-1H-1,2,4-TRIAZOLE). RXN SMILES: [CH3:1][NH:2][NH2:3].[C:4]([NH:6][C:7](=[N:10][CH2:11][CH2:12][CH2:13][O:14][C:15]1[CH:24]=[CH:23][CH:22]=[C:21]2[C:16]=1[CH:17]=[CH:18][N:19]=[C:20]2[N:25]1[CH2:30][CH2:29][O:28][CH2:27][CH2:26]1)SC)#[N:5]>CN(C=O)C>[NH2:5][C:4]1[N:6]=[C:7]([NH:10][CH2:11][CH2:12][CH2:13][O:14][C:15]2[CH:24]=[CH:23][CH:22]=[C:21]3[C:16]=2[CH:17]=[CH:18][N:19]=[C:20]3[N:25]2[CH2:30][CH2:29][O:28][CH2:27][CH2:26]2)[N:2]([CH3:1])[N:3]=1. Reported procedure: Methyl hydrazine (7.3 g) is added to a stirred suspension of 1-cyano-2-methyl-3-[3-(1-morpholino-5-isoquinolyloxy)propyl]pseudothiourea (11.56 g) in DMF (91.5 ml). The reaction mixture is stirred at 40° C. under nitrogen for 24 hrs and evaporated in vacuo resulting in a red oil which partially crystallizes on standing. The residue is dissolved in boiling acetonitrile (150 ml) and the hot solution treated with Darco G-60, filtered through Celite, concentrated and cooled. The precipitate is collec...